Dataset: the Open Reaction Database (ORD), a public repository of structured organic reaction records. Task: describe an organic reaction: reactants, conditions, products, and yield The reactants are S1C(=NC=C1)N (Thiazol-2-ylamine), N=C=N (carbodiimide), C1(CCCC1)/C=C(/C(=O)O)\C=1C=NC(=CC1)SC ((E)-3-cyclopentyl-2-(6-methylsulfanylpyridin-3-yl)acrylic acid), C=1C=CC2=C(C1)N=NN2O (HOBt), S1C(=NC=C1)N (thiazol-2-ylamine). The solvent is CN(C)C=O (DMF). Conditions: temperature 20 celsius, time 15 minute. Yields the product 11H-EtOAc, C1(CCCC1)/C=C(/C(=O)NC=1SC=CN1)\C=1C=NC(=CC1)SC ((E)-3-Cyclopentyl-2-(6-methylsulfanylpyridin-3-yl)-N-thiazol-2-ylacrylamide). RXN SMILES: N=C=N.[CH:4]1(/[CH:9]=[C:10](\[C:14]2[CH:15]=[N:16][C:17]([S:20][CH3:21])=[CH:18][CH:19]=2)/[C:11]([OH:13])=O)[CH2:8][CH2:7][CH2:6][CH2:5]1.C1C=CC2N(O)N=NC=2C=1.[S:32]1[CH:36]=[CH:35][N:34]=[C:33]1[NH2:37]>CN(C=O)C>[CH:4]1(/[CH:9]=[C:10](\[C:14]2[CH:15]=[N:16][C:17]([S:20][CH3:21])=[CH:18][CH:19]=2)/[C:11]([NH:37][C:33]2[S:32][CH:36]=[CH:35][N:34]=2)=[O:13])[CH2:5][CH2:6][CH2:7][CH2:8]1. Reported procedure: A suspension of PS-carbodiimide (1.08 g, loading 1.32 mmol g−1, 1.42 mmol), (E)-3-cyclopentyl-2-(6-methylsulfanylpyridin-3-yl)acrylic acid (Preparation 3, 125 mg, 475 μmol), and HOBt (128 mg, 949 μmol) in anhydrous DMF (8 mL) was stirred for 15 min at 20° C. Thiazol-2-ylamine (48 mg, 475 μmol) was added, then the mixture was stirred for 14 h at 20° C. LCMS indicated that the reaction had not gone to completion, so more thiazol-2-ylamine (95 mg, 950 μmol) was added. The mixture was stirred for an...